From a dataset of the Open Reaction Database (ORD), a public repository of structured organic reaction records. describe an organic reaction: reactants, conditions, products, and yield Reactants: OB(O)c1cc2ccccc2nc1Cl, Cc1nc(Cl)c2ncn(C3CCCCO3)c2n1, C1COCCO1, O, c1ccc(P(c2ccccc2)(c2ccccc2)[Pd](P(c2ccccc2)(c2ccccc2)c2ccccc2)(P(c2ccccc2)(c2ccccc2)c2ccccc2)P(c2ccccc2)(c2ccccc2)c2ccccc2)cc1. Product: Cc1nc(-c2cc3ccccc3nc2Cl)c2ncn(C3CCCCO3)c2n1. Reaction SMILES: [Cl:18][c:19]1[n:20][c:21]2[cH:22][cH:23][cH:24][cH:25][c:26]2[cH:27][c:28]1[B:29]([OH:30])[OH:31].[Cl:1][c:2]1[c:3]2[n:4][cH:5][n:6]([CH:12]3[O:13][CH2:14][CH2:15][CH2:16][CH2:17]3)[c:7]2[n:8][c:9]([CH3:11])[n:10]1.[O:32]1[CH2:33][CH2:34][O:35][CH2:36][CH2:37]1.[OH2:38].[cH:39]1[cH:40][cH:41][c:42]([P:43]([Pd:44]([P:45]([c:46]2[cH:47][cH:48][cH:49][cH:50][cH:51]2)([c:52]2[cH:53][cH:54][cH:55][cH:56][cH:57]2)[c:58]2[cH:59][cH:60][cH:61][cH:62][cH:63]2)([P:64]([c:65]2[cH:66][cH:67][cH:68][cH:69][cH:70]2)([c:71]2[cH:72][cH:73][cH:74][cH:75][cH:76]2)[c:77]2[cH:78][cH:79][cH:80][cH:81][cH:82]2)[P:83]([c:84]2[cH:85][cH:86][cH:87][cH:88][cH:89]2)([c:90]2[cH:91][cH:92][cH:93][cH:94][cH:95]2)[c:96]2[cH:97][cH:98][cH:99][cH:100][cH:101]2)([c:102]2[cH:103][cH:104][cH:105][cH:106][cH:107]2)[c:108]2[cH:109][cH:110][cH:111][cH:112][cH:113]2)[cH:114][cH:115]1>>[c:2]1(-[c:28]2[c:19]([Cl:18])[n:20][c:21]3[cH:22][cH:23][cH:24][cH:25][c:26]3[cH:27]2)[c:3]2[n:4][cH:5][n:6]([CH:12]3[O:13][CH2:14][CH2:15][CH2:16][CH2:17]3)[c:7]2[n:8][c:9]([CH3:11])[n:10]1. Reactants: [N+](=O)([O-])C1=CC=C(C=C1)OC(OCN1C(C=CC2=CC=C(C=C12)OCCCCN1CCN(CC1)C1=CC=CC=2SC=CC21)=O)=O (carbonic acid 7-[4-(4-benzo[b]thiophen-4-ylpiperazin-1-yl)butoxy]-2-oxo-2H-quinolin-1-ylmethyl ester 4-nitrophenyl ester), O (Water), C(CCCCCCCCCCC)O (1-Dodecanol), [H-].[Na+] (sodium hydride). The solvent is C1CCOC1 (THF), C1CCOC1 (THF). Run at time 1 hour. The product is C(CCCCCCCCCCC)OC(OCN1C(C=CC2=CC=C(C=C12)OCCCCN1CCN(CC1)C1=CC=CC=2SC=CC21)=O)=O (carbonic acid 7-[4-(4-benzo[b]thiophen-4-ylpiperazin-1-yl)butoxy]-2-oxo-2H-quinolin-1-ylmethyl ester dodecyl ester). Yield: 39.5%. As a reaction SMILES: [CH2:1]([OH:13])[CH2:2][CH2:3][CH2:4][CH2:5][CH2:6][CH2:7][CH2:8][CH2:9][CH2:10][CH2:11][CH3:12].[H-].[Na+].[N+](C1C=CC([O:25][C:26](=O)[O:27][CH2:28][N:29]2[C:38]3[C:33](=[CH:34][CH:35]=[C:36]([O:39][CH2:40][CH2:41][CH2:42][CH2:43][N:44]4[CH2:49][CH2:48][N:47]([C:50]5[C:58]6[CH:57]=[CH:56][S:55][C:54]=6[CH:53]=[CH:52][CH:51]=5)[CH2:46][CH2:45]4)[CH:37]=3)[CH:32]=[CH:31][C:30]2=[O:59])=CC=1)([O-])=O.O>C1COCC1>[CH2:1]([O:13][C:26](=[O:25])[O:27][CH2:28][N:29]1[C:38]2[C:33](=[CH:34][CH:35]=[C:36]([O:39][CH2:40][CH2:41][CH2:42][CH2:43][N:44]3[CH2:49][CH2:48][N:47]([C:50]4[C:58]5[CH:57]=[CH:56][S:55][C:54]=5[CH:53]=[CH:52][CH:51]=4)[CH2:46][CH2:45]3)[CH:37]=2)[CH:32]=[CH:31][C:30]1=[O:59])[CH2:2][CH2:3][CH2:4][CH2:5][CH2:6][CH2:7][CH2:8][CH2:9][CH2:10][CH2:11][CH3:12] |f:1.2|. Procedure: 1-Dodecanol (0.10 g) was dissolved in anhydrous THF (5 ml) under a nitrogen atmosphere and sodium hydride (about 55% oil) (25 mg) was added under ice-cooling with stirring. The reaction mixture was stirred at room temperature for 30 min under a nitrogen atmosphere, and then the mixture was ice-cooled. To the mixture was added a solution (5 ml) of carbonic acid 7-[4-(4-benzo[b]thiophen-4-ylpiperazin-1-yl)butoxy]-2-oxo-2H-quinolin-1-ylmethyl ester 4-nitrophenyl ester obtained in Example 133 (0.33 ... The reactants are NC=1C=C2C=CNC2=CC1 (5-aminoindole), C(C1=CC=CC=C1)(=O)N=C=S (benzoylisothiocyanate). Run in CC(=O)C (acetone). Product: N1C=CC2=CC(=CC=C12)NC(=S)N (5-indolylthiourea). Reaction SMILES: [NH2:1][C:2]1[CH:3]=[C:4]2[C:8](=[CH:9][CH:10]=1)[NH:7][CH:6]=[CH:5]2.C([N:19]=[C:20]=[S:21])(=O)C1C=CC=CC=1>CC(C)=O>[NH:7]1[C:8]2[C:4](=[CH:3][C:2]([NH:1][C:20]([NH2:19])=[S:21])=[CH:10][CH:9]=2)[CH:5]=[CH:6]1. Procedure: A solution of 5-aminoindole (8 g, 60.6 mmol) in acetone (150 mL) was reacted with benzoylisothiocyanate (9.88 g, 60. mmol) at RT for about 4 h. The resulting solid was filtered and treated with 2 N NaOH in THF (120 mL). The mixture was refluxed for about 6 h and allowed to warm to RT. The solvent was evaporated off under vacuum. The residue was diluted with water (20 mL) and neutralized to pH 7 with 1 N HCl. The resulting solid was filtered and dried under vacuum to afford 5-indolylthiourea (55-... Reactants: Cl, Cl, Cl, NC1CCC(CCN2CCN(c3nccc4c3CCO4)CC2)CC1, O=C(O)c1ccc(F)cc1. Product: O=C(NC1CCC(CCN2CCN(c3nccc4c3CCO4)CC2)CC1)c1ccc(F)cc1. As a reaction SMILES: [ClH:1].[ClH:2].[ClH:3].[O:4]1[CH2:5][CH2:6][c:7]2[c:8]([N:13]3[CH2:14][CH2:15][N:16]([CH2:19][CH2:20][CH:21]4[CH2:22][CH2:23][CH:24]([NH2:27])[CH2:25][CH2:26]4)[CH2:17][CH2:18]3)[n:9][cH:10][cH:11][c:12]21.[OH:28][C:29](=[O:30])[c:31]1[cH:32][cH:33][c:34]([F:35])[cH:36][cH:37]1>>[O:4]1[CH2:5][CH2:6][c:7]2[c:8]([N:13]3[CH2:14][CH2:15][N:16]([CH2:19][CH2:20][CH:21]4[CH2:22][CH2:23][CH:24]([NH:27][C:29](=[O:28])[c:31]5[cH:32][cH:33][c:34]([F:35])[cH:36][cH:37]5)[CH2:25][CH2:26]4)[CH2:17][CH2:18]3)[n:9][cH:10][cH:11][c:12]21. The reactants are BrC=1N=C2C(=NC1)NC=C2 (2-bromo-5H-pyrrolo[2,3-b]pyrazine), ClC1=CC=C(C=C1)B(O)O (4-chlorophenylboronic acid), C([O-])([O-])=O.[K+].[K+] (potassium carbonate), Cl (hydrochloric acid). Reagents/catalysts: C1=CC=C(C=C1)P([C-]2C=CC=C2)C3=CC=CC=C3.C1=CC=C(C=C1)P([C-]2C=CC=C2)C3=CC=CC=C3.Cl[Pd]Cl.[Fe+2] ([1,1′-bis(diphenylphosphino)-ferrocene]dichloropalladium(II)). Run in O (water), C(C)#N (acetonitrile). Run at temperature 120 celsius. Yields the product ClC1=CC=C(C=C1)C=1N=C2C(=NC1)NC=C2 (2-(4-chloro-phenyl)-5H-pyrrolo[2,3-b]pyrazine). Yield: 61.5%. Reaction SMILES: Br[C:2]1[N:3]=[C:4]2[CH:10]=[CH:9][NH:8][C:5]2=[N:6][CH:7]=1.[Cl:11][C:12]1[CH:17]=[CH:16][C:15](B(O)O)=[CH:14][CH:13]=1.C(=O)([O-])[O-].[K+].[K+].Cl>O.C1C=CC(P(C2C=CC=CC=2)[C-]2C=CC=C2)=CC=1.C1C=CC(P(C2C=CC=CC=2)[C-]2C=CC=C2)=CC=1.Cl[Pd]Cl.[Fe+2].C(#N)C>[Cl:11][C:12]1[CH:17]=[CH:16][C:15]([C:2]2[N:3]=[C:4]3[CH:10]=[CH:9][NH:8][C:5]3=[N:6][CH:7]=2)=[CH:14][CH:13]=1 |f:2.3.4,7.8.9.10|. Procedure details: In a microwave tube containing 2-bromo-5H-pyrrolo[2,3-b]pyrazine (1, 0.165 g, 0.833 mmol), 4-chlorophenylboronic acid (6, 0.118 g, 0.757 mmol), and [1,1′-bis(diphenylphosphino)-ferrocene]dichloropalladium(II) (0.028 g, 0.038 mmol), 1.5 mL of acetonitrile and 1.5 mL of 1.00 M potassium carbonate in water were added. The resulting mixture was heated at 120° C. in the microwave for 10 minutes. The reaction was poured into 1M aqueous hydrochloric acid and extracted with ethyl acetate. The organic la... Reactants: O=N[O-], CCOC(=O)Cn1nc(Cl)c2ccc(N)cc21, [Na+], O=[N+]([O-])[O-], O, O=S(=O)(O)O. Product: CCOC(=O)Cn1nc(Cl)c2ccc(O)cc21. Reaction SMILES: [N:23]([O-:24])=[O:25].[NH2:1][c:2]1[cH:3][cH:4][c:5]2[c:6]([Cl:17])[n:7][n:8]([CH2:11][C:12](=[O:13])[O:14][CH2:15][CH3:16])[c:9]2[cH:10]1.[Na+:26].[O-:27][N+:28](=[O:29])[O-:30].[OH2:31].[S:18]([OH:19])(=[O:20])(=[O:21])[OH:22]>>[c:2]1([OH:19])[cH:3][cH:4][c:5]2[c:6]([Cl:17])[n:7][n:8]([CH2:11][C:12](=[O:13])[O:14][CH2:15][CH3:16])[c:9]2[cH:10]1.